Dataset: the Open Reaction Database (ORD), a public repository of structured organic reaction records. Task: describe an organic reaction: reactants, conditions, products, and yield The reactants are Cl.C(C1=CC=CC=C1)NCP(OCCCC)(OCCCC)=O (dibutyl N-benzyl-aminomethylphosphonate hydrochloride), C (charcoal). The reagents and catalysts are [Pd] (palladium). Run in C(C)O (ethanol). Run at time 2 hour. Product: Cl.NCP(OCCCC)(OCCCC)=O (dibutyl aminomethylphosphonate hydrochloride). Reaction SMILES: [ClH:1].C([NH:9][CH2:10][P:11](=[O:22])([O:17][CH2:18][CH2:19][CH2:20][CH3:21])[O:12][CH2:13][CH2:14][CH2:15][CH3:16])C1C=CC=CC=1.C>C(O)C.[Pd]>[ClH:1].[NH2:9][CH2:10][P:11](=[O:22])([O:12][CH2:13][CH2:14][CH2:15][CH3:16])[O:17][CH2:18][CH2:19][CH2:20][CH3:21] |f:0.1,5.6|. Reported procedure: A mixture of dibutyl N-benzyl-aminomethylphosphonate hydrochloride (122.4 g) and 10% palladium on powdered charcoal (5.0 g) in ethanol (1000 ml) is hydrogenated at 40 psi for 2 hours. The catalyst is removed by filtration and the filtrate is evaporated under reduced pressure to yield dibutyl aminomethylphosphonate hydrochloride. Starting materials: O=C1CCC(=O)N1Br, CC#N, CCOC(C)=O, COC(=O)c1cnc(N)cn1, O. The product is COC(=O)c1cnc(N)c(Br)n1. As a reaction SMILES: [Br:1][N:2]1[C:3](=[O:4])[CH2:5][CH2:6][C:7]1=[O:8].[CH3:20][C:21]#[N:22].[CH3:23][CH2:24][O:25][C:26]([CH3:27])=[O:28].[NH2:9][c:10]1[n:11][cH:12][c:13]([C:16](=[O:17])[O:18][CH3:19])[n:14][cH:15]1.[OH2:29]>>[Br:1][c:15]1[c:10]([NH2:9])[n:11][cH:12][c:13]([C:16](=[O:17])[O:18][CH3:19])[n:14]1.